From a dataset of the Open Reaction Database (ORD), a public repository of structured organic reaction records. describe an organic reaction: reactants, conditions, products, and yield The reactants are C(C)(C)(C)OC(=O)NCCOC1=CC=C(C=C1)CC(C(=O)OCC)OC1=CC=C(C=C1)C(C)C (ethyl 3-[4-(2-t-butoxycarbonylaminoethoxy)phenyl]-2-(4-isopropylphenoxy)propionate), C1(=CC=C(C=C1)C(=O)O)C1=CC=CC=C1 (biphenyl-4-carboxylic acid), C(#N)P(OCC)(OCC)=O (diethyl cyanophosphonate). Solvent: C(C)N(CC)CC (triethylamine). Yields the product C1(=CC=C(C=C1)C(=O)NCCOC1=CC=C(C=C1)CC(C(=O)OCC)OC1=CC=C(C=C1)C(C)C)C1=CC=CC=C1 (Ethyl 3-[4-[2-(biphenyl-4-carbonylamino)ethoxy]phenyl]-2-(4-isopropylphenoxy)propionate). The yield is 74.7%. As a reaction SMILES: C(O[C:6]([NH:8][CH2:9][CH2:10][O:11][C:12]1[CH:17]=[CH:16][C:15]([CH2:18][CH:19]([O:25][C:26]2[CH:31]=[CH:30][C:29]([CH:32]([CH3:34])[CH3:33])=[CH:28][CH:27]=2)[C:20]([O:22][CH2:23][CH3:24])=[O:21])=[CH:14][CH:13]=1)=[O:7])(C)(C)C.[C:35]1([C:44]2[CH:49]=[CH:48][CH:47]=[CH:46][CH:45]=2)[CH:40]=[CH:39][C:38](C(O)=O)=[CH:37][CH:36]=1.C(P(=O)(OCC)OCC)#N>C(N(CC)CC)C>[C:35]1([C:44]2[CH:45]=[CH:46][CH:47]=[CH:48][CH:49]=2)[CH:40]=[CH:39][C:38]([C:6]([NH:8][CH2:9][CH2:10][O:11][C:12]2[CH:17]=[CH:16][C:15]([CH2:18][CH:19]([O:25][C:26]3[CH:31]=[CH:30][C:29]([CH:32]([CH3:33])[CH3:34])=[CH:28][CH:27]=3)[C:20]([O:22][CH2:23][CH3:24])=[O:21])=[CH:14][CH:13]=2)=[O:7])=[CH:37][CH:36]=1. Procedure details: In a similar manner to that described in Example 73, a reaction was carried out using ethyl 3-[4-(2-t-butoxycarbonylaminoethoxy)phenyl]-2-(4-isopropylphenoxy)propionate (723 mg), which is the product of Reference example 25, biphenyl-4-carboxylic acid (303 mg), diethyl cyanophosphonate (0.25 ml) and triethylamine (0.47 ml) and the reaction mixture was treated to give the title compound (630 mg) as a yellow oil. Starting materials: O=C([O-])O, O=C1NC(=O)C2(CC=Cc3ccccc32)N1, ClC(Cl)Cl, O=C(OO)c1cccc(Cl)c1, [Na+]. The product is O=C1NC(=O)C2(CC3OC3c3ccccc32)N1. Reaction SMILES: [C:17]([O-:18])(=[O:19])[OH:20].[CH2:1]1[CH:2]=[CH:3][c:4]2[cH:5][cH:6][cH:7][cH:8][c:9]2[C:10]12[NH:11][C:12](=[O:16])[NH:13][C:14]2=[O:15].[CH:33]([Cl:34])([Cl:35])[Cl:36].[Cl:22][c:23]1[cH:24][cH:25][cH:26][c:27]([C:28]([O:29][OH:30])=[O:31])[cH:32]1.[Na+:21]>>[CH2:1]1[CH:2]2[CH:3]([c:4]3[cH:5][cH:6][cH:7][cH:8][c:9]3[C:10]13[NH:11][C:12](=[O:16])[NH:13][C:14]3=[O:15])[O:18]2. RXN SMILES: [H-].[Na+].[CH2:3]([C:7]1[N:8]([CH2:13][C:14]2[CH:19]=[CH:18][C:17]([C:20]3[CH:25]=[CH:24][CH:23]=[CH:22][C:21]=3[S:26](=[O:33])(=[O:32])[NH:27][C:28]([CH3:31])([CH3:30])[CH3:29])=[CH:16][CH:15]=2)[C:9](=[O:12])[NH:10][N:11]=1)[CH2:4][CH2:5][CH3:6].[CH:34](I)([CH3:36])[CH3:35].O>CN(C=O)C>[CH2:3]([C:7]1[N:8]([CH2:13][C:14]2[CH:15]=[CH:16][C:17]([C:20]3[CH:25]=[CH:24][CH:23]=[CH:22][C:21]=3[S:26](=[O:32])(=[O:33])[NH:27][C:28]([CH3:31])([CH3:30])[CH3:29])=[CH:18][CH:19]=2)[C:9](=[O:12])[N:10]([CH:34]([CH3:36])[CH3:35])[N:11]=1)[CH2:4][CH2:5][CH3:6] |f:0.1|. The reactants are O (H2O), [H-].[Na+] (sodium hydride), C(C)(C)I (isopropyl iodide), C(CCC)C=1N(C(NN1)=O)CC1=CC=C(C=C1)C1=C(C=CC=C1)S(NC(C)(C)C)(=O)=O (5-n-butyl-4-[[2'-(N-t-butylsulfamoyl)biphenyl-4-yl]methyl]-2,4-dihydro-3H-1,2,4-triazol-3-one). The solvent is CN(C)C=O (DMF). Product: C(CCC)C=1N(C(N(N1)C(C)C)=O)CC1=CC=C(C=C1)C1=C(C=CC=C1)S(NC(C)(C)C)(=O)=O (5-n-Butyl-4-[[2'-(N-t-butylsulfamoyl)biphenyl-4-yl]methyl]-2,4-dihydro-2-isopropyl-3H-1,2,4-triazol-3-one). Reaction conditions: time 2 hour. Yield: 48.4%. Procedure details: To a suspension of 54 mg (1.35 mmole) of sodium hydride (60% in oil) in 1 ml of dry DMF was added 200 mg (0.452 mmole) of 5-n-butyl-4-[[2'-(N-t-butylsulfamoyl)biphenyl-4-yl]methyl]-2,4-dihydro-3H-1,2,4-triazol-3-one (from Step G). The resulting mixture was stirred under N2 at room temperature for 2 hours. Then 270 μL (460 mg, 2.70 mmole) of isopropyl iodide was added dropwise, and the orange mixture was stirred at room temperature overnight. Next, the mixture was treated with H2O and extracted 4... Starting materials: CI, CN(C)C=O, Cc1cc(C)c(O)c(C(=O)C2CCCCC2)c1, [H-], [Na+], O. Product: COc1c(C)cc(C)cc1C(=O)C1CCCCC1. As a reaction SMILES: [CH3:20][I:21].[CH3:23][N:24]([CH3:25])[CH:26]=[O:27].[CH3:3][c:4]1[c:5]([OH:19])[c:6]([C:11](=[O:12])[CH:13]2[CH2:14][CH2:15][CH2:16][CH2:17][CH2:18]2)[cH:7][c:8]([CH3:10])[cH:9]1.[H-:1].[Na+:2].[OH2:22]>>[CH3:3][c:4]1[c:5]([O:19][CH3:20])[c:6]([C:11](=[O:12])[CH:13]2[CH2:14][CH2:15][CH2:16][CH2:17][CH2:18]2)[cH:7][c:8]([CH3:10])[cH:9]1. Reactants: Cl (HCl), [OH-].[Na+] (sodium hydroxide), Cl.ON (hydroxyamine hydrochloride), BrCC(=O)NC1=C(C=CC=C1)C(=O)C1CCCCC1 (N-bromomethylcarbonyl-2-cyclohexylcarbonylaniline). Solvent: C(C)O (ethanol), C(C)O (ethanol). Run at temperature 40 celsius, time 20 hour. Product: C1(CCCCC1)C1=[N+](CC(NC2=C1C=CC=C2)=O)[O-] (5-cyclohexy-2,3-dihydro-1H-1,4-benzodiazepin-2-one-4-oxide). RXN SMILES: [OH-:1].[Na+].Cl.O[NH2:5].Br[CH2:7][C:8]([NH:10][C:11]1[CH:16]=[CH:15][CH:14]=[CH:13][C:12]=1[C:17]([CH:19]1[CH2:24][CH2:23][CH2:22][CH2:21][CH2:20]1)=O)=[O:9].Cl>C(O)C>[CH:19]1([C:17]2[C:12]3[CH:13]=[CH:14][CH:15]=[CH:16][C:11]=3[NH:10][C:8](=[O:9])[CH2:7][N+:5]=2[O-:1])[CH2:24][CH2:23][CH2:22][CH2:21][CH2:20]1 |f:0.1,2.3|. Procedure details: To a stirred 2.63N aqueous sodium hydroxide (40 ml) was added hydroxyamine hydrochloride (8.70 g) and ethanol (40 ml), and the mixture was heated at 40° C. To the heated mixture was added dropwise a solution of N-bromomethylcarbonyl-2-cyclohexylcarbonylaniline (5.25 g) in ethanol (30 ml) at the same temperature, and stirred for 20 hours under the same condition. To the mixture was dropwise conc. HCl (7.3 ml) at the same temperature and stirred for 1 hour. After cooling to the room temperature, t... Starting materials: O=C(Cl)c1ccccc1Br, [Cl-], [Cl-], Cl, Nc1ccc(F)cc1, [Zn+2]. Product: Nc1ccc(F)cc1C(=O)c1ccccc1Br. As a reaction SMILES: [Br:1][c:2]1[c:3]([C:4](=[O:5])[Cl:6])[cH:7][cH:8][cH:9][cH:10]1.[Cl-:20].[Cl-:22].[ClH:19].[NH2:11][c:12]1[cH:13][cH:14][c:15]([F:16])[cH:17][cH:18]1.[Zn+2:21]>>[Br:1][c:2]1[c:3]([C:4](=[O:5])[c:13]2[c:12]([NH2:11])[cH:18][cH:17][c:15]([F:16])[cH:14]2)[cH:7][cH:8][cH:9][cH:10]1. Reactants: [Br-], CC(C)(C)OC(=O)NCCOS(C)(=O)=O, [Li+], C1CCOC1. Yields the product CC(C)(C)OC(=O)NCCBr. As a reaction SMILES: [Br-:2].[CH3:3][S:4]([O:5][CH2:8][CH2:9][NH:10][C:11]([O:12][C:13]([CH3:14])([CH3:15])[CH3:16])=[O:17])(=[O:6])=[O:7].[Li+:1].[O:18]1[CH2:19][CH2:20][CH2:21][CH2:22]1>>[Br:2][CH2:8][CH2:9][NH:10][C:11]([O:12][C:13]([CH3:14])([CH3:15])[CH3:16])=[O:17].